From a dataset of the Open Reaction Database (ORD), a public repository of structured organic reaction records. describe an organic reaction: reactants, conditions, products, and yield The reactants are O=C([O-])[O-], CC(=O)OCc1ccc(C(F)F)o1, CO, [K+], [K+]. The product is OCc1ccc(C(F)F)o1. As a reaction SMILES: [C:1](=[O:2])([O-:3])[O-:4].[C:7](=[O:8])([CH3:9])[O:10][CH2:11][c:12]1[o:13][c:14]([CH:17]([F:18])[F:19])[cH:15][cH:16]1.[CH3:20][OH:21].[K+:5].[K+:6]>>[OH:10][CH2:11][c:12]1[o:13][c:14]([CH:17]([F:18])[F:19])[cH:15][cH:16]1.